Task: describe an organic reaction: reactants, conditions, products, and yield. Dataset: the Open Reaction Database (ORD), a public repository of structured organic reaction records The reactants are COC1=CC(=C(N)C=C1OC)[N+](=O)[O-] (4,5-Dimethoxy-2-nitroaniline), CC(C=CC)=O (3-penten-2-one). The solvent is C1=CC=CC=C1.C(C)(=O)OCC (benzene ethyl acetate). The product is COC1=C2C(=CC(=NC2=C(C=C1OC)[N+](=O)[O-])C)C (5,6-dimethoxy-2,4-dimethyl-8-nitroquinoline). The yield is 14.0%. As a reaction SMILES: [CH3:1][O:2][C:3]1[C:9]([O:10][CH3:11])=[CH:8][C:6]([NH2:7])=[C:5]([N+:12]([O-:14])=[O:13])[CH:4]=1.[CH3:15][C:16](=O)[CH:17]=[CH:18][CH3:19]>C1C=CC=CC=1.C(OCC)(=O)C>[CH3:11][O:10][C:9]1[C:3]([O:2][CH3:1])=[CH:4][C:5]([N+:12]([O-:14])=[O:13])=[C:6]2[C:8]=1[C:16]([CH3:15])=[CH:17][C:18]([CH3:19])=[N:7]2 |f:2.3|. Reported procedure: 4,5-Dimethoxy-2-nitroaniline and 3-penten-2-one were subjected to a Skraup reaction. A black, tarry substance was obtained, from which an orange solid could be isolated by chromatography over silica gel using benzene-ethyl acetate (19:1) to elute the product. That material was thrice crystallized from 2-propanol, re-chromatographed, and again crystallized to afford 14% yield of golden 5,6-dimethoxy-2,4-dimethyl-8-nitroquinoline. Although it melted 85°-108°, it showed a single spot on two tlc sys...